Dataset: the Open Reaction Database (ORD), a public repository of structured organic reaction records. Task: describe an organic reaction: reactants, conditions, products, and yield Reactants: C(c1c(c(c(c(c1F)F)F)F)F)=O, CC1=CN=C(C=C1)N, [C-]#[N+]C1CCCCC1. The reagents and catalysts are O=C(O)C(F)(F)F (trifluoroacetic acid). The solvent is CC(C)O (isopropyl alcohol), CC(C)O (isopropylalcohol). Run at temperature 22 celsius, time 20 hour. Yields the product Cc1ccc2nc(c3c(c(c(c(c3F)F)F)F)F)c(NC3CCCCC3)n2c1. Yield: 25.3%. Reaction SMILES: CC1=CC=C(N)N=C1.[C-]#[N+]C1CCCCC1.FC1=C(F)C(F)=C(C=O)C(F)=C1F>>CC1=CN2C(C=C1)=NC(=C2NC1CCCCC1)C1=C(F)C(F)=C(F)C(F)=C1F. Reactants: [O-]C#N.[K+] (potassium cyanate), NC1=CC=C(C=C1)/C(=C\C1CCCC1)/C1=CC=C(C(N1)=O)Cl (6-[(E)-1-(4-aminophenyl)-2-cyclopentylethenyl]-3-chloropyridin-2(1H)-one), C([O-])(O)=O.[Na+] (sodium bicarbonate), C(C)(=O)OCC (ethyl acetate). Run in O (water), C(C)(=O)O (acetic acid), O (water). Conditions: time 30 minute. The product is ClC1=CC=C(NC1=O)\C(=C\C1CCCC1)\C1=CC=C(C=C1)NC(=O)N (1-{4-[(E)-1-(5-Chloro-6-oxo-1,6-dihydropyridin-2-yl)-2-cyclopentylethenyl]phenyl}urea). Isolated yield 21.3%. As a reaction SMILES: [O-:1][C:2]#[N:3].[K+].[NH2:5][C:6]1[CH:11]=[CH:10][C:9](/[C:12](/[C:19]2[NH:24][C:23](=[O:25])[C:22]([Cl:26])=[CH:21][CH:20]=2)=[CH:13]\[CH:14]2[CH2:18][CH2:17][CH2:16][CH2:15]2)=[CH:8][CH:7]=1.C(=O)(O)[O-].[Na+].C(OCC)(=O)C>O.C(O)(=O)C>[Cl:26][C:22]1[C:23](=[O:25])[NH:24][C:19](/[C:12](/[C:9]2[CH:10]=[CH:11][C:6]([NH:5][C:2]([NH2:3])=[O:1])=[CH:7][CH:8]=2)=[CH:13]/[CH:14]2[CH2:15][CH2:16][CH2:17][CH2:18]2)=[CH:20][CH:21]=1 |f:0.1,3.4|. Procedure details: A solution of potassium cyanate (41 mg) in water (2 mL) was added to a solution of 6-[(E)-1-(4-aminophenyl)-2-cyclopentylethenyl]-3-chloropyridin-2(1H)-one obtained in Example 1-105(1) (153 mg) in acetic acid (2 mL)-water (1 mL), and the mixture was stirred at room temperature for 30 minutes. Saturated aqueous sodium bicarbonate and ethyl acetate were sequentially added to the reaction solution. The organic layer was separated, washed with saturated aqueous sodium bicarbonate and brine and dried... Reactants: [Br-].C(CC)[Zn+] (n-propylzinc bromide), ClC=1C=CC=2N(N1)C(=C(N2)C(F)(F)F)S(=O)(=O)N=CN(C)C (N′-(6-chloro-2-trifluoromethylimidazo[1,2-b]pyridazin-3-ylsulfonyl)-N,N-dimethylformamidine), Cl (hydrochloric acid), O (water). The reagents and catalysts are Cl[Ni]1([P](CCC[P](C2=CC=CC=C2)1C3=CC=CC=C3)(C4=CC=CC=C4)C5=CC=CC=C5)Cl ([1,3-bis(diphenylphosphino)propane]nickel(II) dichloride). Run in O1CCCC1 (tetrahydrofuran), O1CCCC1 (tetrahydrofuran). Yields the product CN(C=NS(=O)(=O)C1=C(N=C2N1N=C(C=C2)CCC)C(F)(F)F)C (N,N-dimethyl-N′-(6-n-propyl-2-trifluoromethylimidazo[1,2-b]pyridazin-3-ylsulfonyl)formamidine). RXN SMILES: Cl[C:2]1[CH:3]=[CH:4][C:5]2[N:6]([C:8]([S:15]([N:18]=[CH:19][N:20]([CH3:22])[CH3:21])(=[O:17])=[O:16])=[C:9]([C:11]([F:14])([F:13])[F:12])[N:10]=2)[N:7]=1.[Br-].[CH2:24]([Zn+])[CH2:25][CH3:26].O.Cl>O1CCCC1.Cl[Ni]1(Cl)[P](C2C=CC=CC=2)(C2C=CC=CC=2)CCC[P]1(C1C=CC=CC=1)C1C=CC=CC=1>[CH3:21][N:20]([CH3:22])[CH:19]=[N:18][S:15]([C:8]1[N:6]2[N:7]=[C:2]([CH2:24][CH2:25][CH3:26])[CH:3]=[CH:4][C:5]2=[N:10][C:9]=1[C:11]([F:14])([F:13])[F:12])(=[O:17])=[O:16] |f:1.2,^1:37,53|. Procedure: To a suspension of N′-(6-chloro-2-trifluoromethylimidazo[1,2-b]pyridazin-3-ylsulfonyl)-N,N-dimethylformamidine (1.00 g, 2.81 mmol) and [1,3-bis(diphenylphosphino)propane]nickel(II) dichloride (0.076 g, 0.14 mmol) in tetrahydrofuran (8.0 ml) was added dropwise a solution of n-propylzinc bromide in tetrahydrofuran (0.5 M, 8.43 ml, 4.22 mmol) with stirring under ice-cooling and nitrogen stream. The reaction mixture was stirred for 30 minutes under ice-cooling and 4.5 hours at room temperature, then... The reactants are Cl.C1(CC1)COC1=C(C=C(C(=C1)F)OC)C1=C2C(=NC=C1)C(=C(N2)C)C(=O)NC2CCNCC2 (7-[2-(cyclopropylmethoxy)-4-fluoro-5-methoxyphenyl]-2-methyl-N-(piperidin-4-yl)-1H-pyrrolo[3,2-b]pyridine-3-carboxamide hydrochloride), C(C)(=O)O[C@H](C(=O)Cl)C ((2S)-1-chloro-1-oxopropan-2-yl acetate). Yields the product C1(CC1)COC1=C(C=C(C(=C1)F)OC)C1=C2C(=NC=C1)C(=C(N2)C)C(=O)NC2CCN(CC2)C([C@H](C)O)=O (7-[2-(Cyclopropylmethoxy)-4-fluoro-5-methoxyphenyl]-N-{1-[(2S)-2-hydroxypropanoyl]piperidin-4-yl}-2-methyl-1H-pyrrolo[3,2-b]pyridine-3-carboxamide). As a reaction SMILES: Cl.[CH:2]1([CH2:5][O:6][C:7]2[CH:12]=[C:11]([F:13])[C:10]([O:14][CH3:15])=[CH:9][C:8]=2[C:16]2[CH:21]=[CH:20][N:19]=[C:18]3[C:22]([C:26]([NH:28][CH:29]4[CH2:34][CH2:33][NH:32][CH2:31][CH2:30]4)=[O:27])=[C:23]([CH3:25])[NH:24][C:17]=23)[CH2:4][CH2:3]1.C([O:38][C@@H:39]([CH3:43])[C:40](Cl)=[O:41])(=O)C>>[CH:2]1([CH2:5][O:6][C:7]2[CH:12]=[C:11]([F:13])[C:10]([O:14][CH3:15])=[CH:9][C:8]=2[C:16]2[CH:21]=[CH:20][N:19]=[C:18]3[C:22]([C:26]([NH:28][CH:29]4[CH2:30][CH2:31][N:32]([C:40](=[O:41])[C@@H:39]([OH:38])[CH3:43])[CH2:33][CH2:34]4)=[O:27])=[C:23]([CH3:25])[NH:24][C:17]=23)[CH2:4][CH2:3]1 |f:0.1|. Procedure details: Starting from 7-[2-(cyclopropylmethoxy)-4-fluoro-5-methoxyphenyl]-2-methyl-N-(piperidin-4-yl)-1H-pyrrolo[3,2-b]pyridine-3-carboxamide hydrochloride (example D.f21) and commercially available (2S)-1-chloro-1-oxopropan-2-yl acetate the title compound is obtained as colorless solid. The reactants are C=CC(=O)OC, C1CN2CCN1CC2, FC(F)(F)c1ccc(I)c(N2CCCCC2)n1, [K+], [K+], O=C([O-])[O-], CC(=O)[O-], CC(=O)[O-], CN(C)C=O, [Pd+2]. The product is COC(=O)C=Cc1ccc(C(F)(F)F)nc1N1CCCCC1. As a reaction SMILES: [C:1]([CH:2]=[CH2:3])(=[O:4])[O:5][CH3:6].[CH2:24]1[N:25]2[CH2:26][CH2:27][N:28]([CH2:29][CH2:30]2)[CH2:31]1.[I:7][c:8]1[c:9]([N:18]2[CH2:19][CH2:20][CH2:21][CH2:22][CH2:23]2)[n:10][c:11]([C:14]([F:15])([F:16])[F:17])[cH:12][cH:13]1.[K+:32].[K+:33].[O-:34][C:35]([O-:36])=[O:37].[O-:44][C:45]([CH3:46])=[O:47].[O-:48][C:49]([CH3:50])=[O:51].[O:38]=[CH:39][N:40]([CH3:41])[CH3:42].[Pd+2:43]>>[C:1]([CH:2]=[CH:3][c:8]1[c:9]([N:18]2[CH2:19][CH2:20][CH2:21][CH2:22][CH2:23]2)[n:10][c:11]([C:14]([F:15])([F:16])[F:17])[cH:12][cH:13]1)(=[O:4])[O:5][CH3:6]. The reactants are FC=1C=C(C=C(C1)F)CC(=O)O (3,5-difluorophenylacetic acid), N[C@@H](C)C(=O)C1(C(N(C2=C(C(=N1)C1=CC(=CC=C1)F)C=CC=C2)C)=O)N (3-(L-alaninyl)-amino-2,3-dihydro-1-methyl-5-(3-fluorophenyl)-1H-1,4-benzodiazepin-2-one). Product: FC=1C=C(C=C(C1)F)CC(=O)N[C@@H](C)C(=O)C1(C(N(C2=C(C(=N1)C1=CC(=CC=C1)F)C=CC=C2)C)=O)N (3-[N′-(3,5-Difluorophenylacetyl)-L-alaninyl]-amino-2,3-dihydro-1-methyl-5-(3-fluorophenyl)-1H-1,4-benzodiazepin-2-one). As a reaction SMILES: [F:1][C:2]1[CH:3]=[C:4]([CH2:9][C:10]([OH:12])=O)[CH:5]=[C:6]([F:8])[CH:7]=1.[NH2:13][C@H:14]([C:16]([C:18]1([NH2:38])[N:24]=[C:23]([C:25]2[CH:30]=[CH:29][CH:28]=[C:27]([F:31])[CH:26]=2)[C:22]2[CH:32]=[CH:33][CH:34]=[CH:35][C:21]=2[N:20]([CH3:36])[C:19]1=[O:37])=[O:17])[CH3:15]>>[F:8][C:6]1[CH:5]=[C:4]([CH2:9][C:10]([NH:13][C@H:14]([C:16]([C:18]2([NH2:38])[N:24]=[C:23]([C:25]3[CH:30]=[CH:29][CH:28]=[C:27]([F:31])[CH:26]=3)[C:22]3[CH:32]=[CH:33][CH:34]=[CH:35][C:21]=3[N:20]([CH3:36])[C:19]2=[O:37])=[O:17])[CH3:15])=[O:12])[CH:3]=[C:2]([F:1])[CH:7]=1. Procedure details: Following General Procedure D above using 3,5-difluorophenylacetic acid (Oakwood Products, Inc.) and 3-(L-alaninyl)-amino-2,3-dihydro-1-methyl-5-(3-fluorophenyl)-1H-1,4-benzodiazepin-2-one (Example 8-D), the title compound was prepared as an off white solid.